Dataset: the Open Reaction Database (ORD), a public repository of structured organic reaction records. Task: describe an organic reaction: reactants, conditions, products, and yield The reactants are c1(ccccc1)CN, [Li+].[BH3-], C1CN(C[C@@H](C1=O)O)S(=O)(=O)C. As a reaction SMILES: [CH3:1][S:2]([N:5]1[CH2:11][C@H:9]([OH:10])[C:8](=O)[CH2:7][CH2:6]1)(=[O:4])=[O:3].[NH2:12]Cc1ccccc1.[Li+].[BH4-]>>[CH3:1][S:2]([N:5]1[CH2:11][C@@H:9]([OH:10])[C@H:8]([NH2:12])[CH2:7][CH2:6]1)(=[O:4])=[O:3]. The reagents and catalysts are c1ccc(cc1)-c2c3ccccc3cc4ccccc24 (9-Phenylanthracene). Yields the product CS(=O)(=O)N1CC[C@@H](N)[C@H](O)C1. Conditions: temperature 25 celsius, time 18 hour. The solvent is C(C)O (ethanol), O (water), C(C)O (ethanol), O (water), C(C)O (ethanol), N[C@@H](CC(C)C)C(=O)O (leucine), O (water), O (water), N[C@@H](CC(C)C)C(=O)O (leucine). Reactants: CCCCCCCCCCCCCCCC(=O)OC[C@H](COP(=O)([O-])OCC[N+](C)(C)C)OC(=O)CCCCCCCCCCCCCCC (DPPC), C(C)O.O (ethanol water), CC(C)(C)NCC(C=1C=CC(=C(C1)CO)O)O.OS(=O)(=O)O (albuterol sulfate), CC(C)(C)NCC(C=1C=CC(=C(C1)CO)O)O.OS(=O)(=O)O (albuterol sulfate), CC(C)(C)NCC(C=1C=CC(=C(C1)CO)O)O.OS(=O)(=O)O (albuterol sulfate). Product: CC(C)(C)NCC(C=1C=CC(=C(C1)CO)O)O (Albuterol). Procedure: The albuterol sulfate powder formulations listed in Table 7, were prepared as follows. Pre-spray drying solutions were prepared by dissolving the lipid in ethanol and albuterol sulfate and leucine in water. The ethanol solution was then mixed with the water solution at a ratio of 70/30 ethanol/water. Final total solute concentration of the solution used for spray drying varied from 1 g/L to 3 g/L. As an example, the DPPC/leucine/albuterol sulfate (76/16/8) spray drying solution was prepared by d... As a reaction SMILES: C(O)C.O.CCCCCCCCCCCCCCCC(OC[C@@H](OC(CCCCCCCCCCCCCCC)=O)COP(OCC[N+](C)(C)C)([O-])=O)=O.[CH3:55][C:56]([NH:59][CH2:60][CH:61]([OH:71])[C:62]1[CH:63]=[CH:64][C:65]([OH:70])=[C:66]([CH2:68][OH:69])[CH:67]=1)([CH3:58])[CH3:57].OS(O)(=O)=O>C(O)C.N[C@H](C(O)=O)CC(C)C.O>[CH3:58][C:56]([NH:59][CH2:60][CH:61]([OH:71])[C:62]1[CH:63]=[CH:64][C:65]([OH:70])=[C:66]([CH2:68][OH:69])[CH:67]=1)([CH3:55])[CH3:57] |f:0.1,3.4|. The reactants are COc1ccc(N2CCOCC2)c2sc(NC(=O)c3ccc(Cl)nc3)nc12, [H-], [Na+], C1COCCO1, CN(C)C=O, OC1CCCCC1. Yields the product COc1ccc(N2CCOCC2)c2sc(NC(=O)c3ccc(OC4CCCCC4)nc3)nc12. As a reaction SMILES: [Cl:1][c:2]1[n:3][cH:4][c:5]([C:6](=[O:7])[NH:8][c:9]2[s:10][c:11]3[c:12]([n:13]2)[c:14]([O:24][CH3:25])[cH:15][cH:16][c:17]3[N:18]2[CH2:19][CH2:20][O:21][CH2:22][CH2:23]2)[cH:26][cH:27]1.[H-:28].[Na+:29].[O:37]1[CH2:38][CH2:39][O:40][CH2:41][CH2:42]1.[O:43]=[CH:44][N:45]([CH3:46])[CH3:47].[OH:30][CH:31]1[CH2:32][CH2:33][CH2:34][CH2:35][CH2:36]1>>[c:2]1([O:30][CH:31]2[CH2:32][CH2:33][CH2:34][CH2:35][CH2:36]2)[n:3][cH:4][c:5]([C:6](=[O:7])[NH:8][c:9]2[s:10][c:11]3[c:12]([n:13]2)[c:14]([O:24][CH3:25])[cH:15][cH:16][c:17]3[N:18]2[CH2:19][CH2:20][O:21][CH2:22][CH2:23]2)[cH:26][cH:27]1. The reactants are O (water), IC1=CC=C(N)C=C1 (4-iodoaniline), FC1=C(C=O)C=CC=C1 (2-fluorobenzaldehyde), C(C)(=O)O[BH-](OC(C)=O)OC(C)=O (triacetoxyborohydride). Run in ClCCCl (1,2-dichloroethane). The product is FC1=C(C=CC=C1)CNC1=CC=C(C=C1)I (N-[(2-Fluorophenyl)methyl]-4-iodoaniline). Isolated yield 109.5%. RXN SMILES: [I:1][C:2]1[CH:8]=[CH:7][C:5]([NH2:6])=[CH:4][CH:3]=1.[F:9][C:10]1[CH:17]=[CH:16][CH:15]=[CH:14][C:11]=1[CH:12]=O.C(O[BH-](OC(=O)C)OC(=O)C)(=O)C.O>ClCCCl>[F:9][C:10]1[CH:17]=[CH:16][CH:15]=[CH:14][C:11]=1[CH2:12][NH:6][C:5]1[CH:7]=[CH:8][C:2]([I:1])=[CH:3][CH:4]=1. Procedure details: A solution of 4-iodoaniline (1 g, 4.5 mmol), 2-fluorobenzaldehyde (0.48 ml, 0.566 g, 4.5 mmol) and triacetoxyborohydride (1.9 g, 9.0 mmol) in 1,2-dichloroethane (20 ml) was stirred for 4 days at room temperature. After addition of water the mixture was extracted with DCM. The combined organic layers were dried (Na2SO4), filtered and evaporated to give the title compound (1.612 g, quant.). The crude material was used without further purification. MS: (ES/+) m/z: 328 [MH+], C13H11FIN requires 327;...